Dataset: the Open Reaction Database (ORD), a public repository of structured organic reaction records. Task: describe an organic reaction: reactants, conditions, products, and yield The reactants are Oc1ccc(-c2ccc(I)cc2)cc1, OC1CN2CCC1CC2. The product is Ic1ccc(-c2ccc(OC3CN4CCC3CC4)cc2)cc1. As a reaction SMILES: [I:10][c:11]1[cH:12][cH:13][c:14](-[c:17]2[cH:18][cH:19][c:20]([OH:23])[cH:21][cH:22]2)[cH:15][cH:16]1.[OH:1][CH:2]1[CH2:3][N:4]2[CH2:5][CH2:6][CH:7]1[CH2:8][CH2:9]2>>[O:1]([CH:2]1[CH2:3][N:4]2[CH2:5][CH2:6][CH:7]1[CH2:8][CH2:9]2)[c:20]1[cH:19][cH:18][c:17](-[c:14]2[cH:13][cH:12][c:11]([I:10])[cH:16][cH:15]2)[cH:22][cH:21]1.